The task is: describe an organic reaction: reactants, conditions, products, and yield. This data is from the Open Reaction Database (ORD), a public repository of structured organic reaction records. Reactants: O=C([O-])[O-], CC(=O)Oc1ccc(F)c2ccccc12, CO, [K+], [K+], O. Product: Oc1ccc(F)c2ccccc12. RXN SMILES: [C:16](=[O:17])([O-:18])[O-:19].[C:1](=[O:2])([CH3:3])[O:4][c:5]1[cH:6][cH:7][c:8]([F:15])[c:9]2[cH:10][cH:11][cH:12][cH:13][c:14]12.[CH3:22][OH:23].[K+:20].[K+:21].[OH2:24]>>[OH:4][c:5]1[cH:6][cH:7][c:8]([F:15])[c:9]2[cH:10][cH:11][cH:12][cH:13][c:14]12. Reactants: CC(=O)O, O=C(CCl)CC(=O)OCc1ccc([N+](=O)[O-])cc1, O=N[O-], [Na+], O. The product is O=C(CCl)C(=NO)C(=O)OCc1ccc([N+](=O)[O-])cc1. Reaction SMILES: [CH3:23][C:24](=[O:25])[OH:26].[Cl:1][CH2:2][C:3]([CH2:4][C:5](=[O:6])[O:7][CH2:8][c:9]1[cH:10][cH:11][c:12]([N+:15](=[O:16])[O-:17])[cH:13][cH:14]1)=[O:18].[N:19](=[O:20])[O-:21].[Na+:22].[OH2:27]>>[Cl:1][CH2:2][C:3]([C:4]([C:5](=[O:6])[O:7][CH2:8][c:9]1[cH:10][cH:11][c:12]([N+:15](=[O:16])[O-:17])[cH:13][cH:14]1)=[N:19][OH:20])=[O:18]. Reactants: N1C=NC(=C1)C(=O)O (1H-imidazole-4-carboxylic acid), ClC1=CC=C(C=N1)C#N (6-chloropyridine-3-carbonitrile), C(C)(C)N(C(C)C)CC (N,N-diisopropyl-ethyl-amine). Run in CN(C=O)C (N,N-dimethylformamide). Conditions: temperature 120 celsius. Product: C(#N)C=1C=CC(=NC1)N1C=NC(=C1)C(=O)O (1-(5-Cyanopyridin-2-yl)-1H-imidazole-4-carboxylic acid). RXN SMILES: [NH:1]1[CH:5]=[C:4]([C:6]([OH:8])=[O:7])[N:3]=[CH:2]1.Cl[C:10]1[N:15]=[CH:14][C:13]([C:16]#[N:17])=[CH:12][CH:11]=1.C(N(CC)C(C)C)(C)C>CN(C)C=O>[C:16]([C:13]1[CH:12]=[CH:11][C:10]([N:1]2[CH:5]=[C:4]([C:6]([OH:8])=[O:7])[N:3]=[CH:2]2)=[N:15][CH:14]=1)#[N:17]. Procedure details: A mixture of 1H-imidazole-4-carboxylic acid (500 mg), 6-chloropyridine-3-carbonitrile (0.93 g), and N,N-diisopropyl-ethyl-amine (3.6 mL) in N,N-dimethylformamide (6 mL) is heated to 120° C. overnight. The crude product is purified by HPLC. LC (method 20): tR=1.73 min; Mass spectrum (APCI): m/z=215 [M+H]+.